Dataset: the Open Reaction Database (ORD), a public repository of structured organic reaction records. Task: describe an organic reaction: reactants, conditions, products, and yield Reactants: ClC1=C2C3=C(C(NC2=NC=C1)=O)C=CC=C3 (1-Chloro-5H-benzo[c][1,8]naphthyridin-6-one), FC1=CC=C(C=C1)O (4-fluorophenol), C([O-])([O-])=O.[K+].[K+] (potassium carbonate). Run in CN(C)C=O (DMF), O (H2O). Reaction conditions: temperature 100 celsius, time 8 hour. Yields the product COC1=CC=C(C=C1)C1=C2C3=C(C(NC2=NC=C1)=O)C=CC=C3 (1-(4-Methoxy-phenyl)-5H-benzo[c][1,8]naphthyridin-6-one). Isolated yield 21.0%. As a reaction SMILES: Cl[C:2]1[CH:11]=[CH:10][N:9]=[C:8]2[C:3]=1[C:4]1[CH:16]=[CH:15][CH:14]=[CH:13][C:5]=1[C:6](=[O:12])[NH:7]2.F[C:18]1[CH:23]=[CH:22][C:21]([OH:24])=[CH:20][CH:19]=1.[C:25](=O)([O-])[O-].[K+].[K+]>CN(C=O)C.O>[CH3:25][O:24][C:21]1[CH:22]=[CH:23][C:18]([C:2]2[CH:11]=[CH:10][N:9]=[C:8]3[C:3]=2[C:4]2[CH:16]=[CH:15][CH:14]=[CH:13][C:5]=2[C:6](=[O:12])[NH:7]3)=[CH:19][CH:20]=1 |f:2.3.4|. Reported procedure: 1-Chloro-5H-benzo[c][1,8]naphthyridin-6-one (50 mg, 0.22 mmol), 4-fluorophenol (73 mg, 0.65 mmol), and potassium carbonate (150 mg, 1.08 mmol) were suspended in DMF (2 mL), and stirred overnight at 100° C. The reaction solution was cooled to room temperature, diluted with H2O, and the resulting precipitate was filtered. The precipitate was washed with H2O, and dried under vacuum to provide 149 (14 mg, 21% yield) as a tan solid. LC-MS (M+H=307, obsd.=307). 1H NMR (400 MHz, d6-DMSO): δ 12.15 (s, 1... Reactants: CC#N, COC1CN(CCn2c(=O)ccc3c(F)cc(F)cc32)CCC1N(Cc1ccccc1)Cc1ccccc1, CO, [OH-], [OH-], [Pd+2]. As a reaction SMILES: [C:39](#[N:40])[CH3:41].[CH2:1]([N:8]([CH2:2][c:3]1[cH:4][cH:5][cH:6][cH:7][cH:32]1)[CH:9]1[CH:10]([O:30][CH3:31])[CH2:11][N:12]([CH2:15][CH2:16][n:17]2[c:18](=[O:29])[cH:19][cH:20][c:21]3[c:22]([F:28])[cH:23][c:24]([F:27])[cH:25][c:26]23)[CH2:13][CH2:14]1)[c:33]1[cH:34][cH:35][cH:36][cH:37][cH:38]1.[CH3:42][OH:43].[OH-:44].[OH-:46].[Pd+2:45]>>[NH2:8][CH:9]1[CH:10]([O:30][CH3:31])[CH2:11][N:12]([CH2:15][CH2:16][n:17]2[c:18](=[O:29])[cH:19][cH:20][c:21]3[c:22]([F:28])[cH:23][c:24]([F:27])[cH:25][c:26]23)[CH2:13][CH2:14]1. The product is COC1CN(CCn2c(=O)ccc3c(F)cc(F)cc32)CCC1N. The reactants are CC(=O)NC(C)(C)c1ccc(C(C)Cl)cc1, c1ccc(N2CCNCC2)nc1. The product is CC(=O)NC(C)(C)c1ccc(C(C)N2CCN(c3ccccn3)CC2)cc1. As a reaction SMILES: [Cl:13][CH:14]([CH3:15])[c:16]1[cH:17][cH:18][c:19]([C:22]([CH3:23])([CH3:24])[NH:25][C:26]([CH3:27])=[O:28])[cH:20][cH:21]1.[n:1]1[c:2]([N:7]2[CH2:8][CH2:9][NH:10][CH2:11][CH2:12]2)[cH:3][cH:4][cH:5][cH:6]1>>[n:1]1[c:2]([N:7]2[CH2:8][CH2:9][N:10]([CH:14]([CH3:15])[c:16]3[cH:17][cH:18][c:19]([C:22]([CH3:23])([CH3:24])[NH:25][C:26]([CH3:27])=[O:28])[cH:20][cH:21]3)[CH2:11][CH2:12]2)[cH:3][cH:4][cH:5][cH:6]1. The reactants are NC=1SC=C(N1)C(C(=O)O)=NOCCCCCCCC (2-(2-Aminothiazol-4-yl)-2-n-octyloxyiminoacetic acid), C(C)(=O)OC(C)=O (acetic anhydride). Run in C(=O)O (formic acid). Product: C(=O)NC=1SC=C(N1)C(C(=O)O)=NOCCCCCCCC (2-(2-formamidothiazol-4-yl)-2-n-octyloxyiminoacetic acid). The yield is 97.4%. As a reaction SMILES: [NH2:1][C:2]1[S:3][CH:4]=[C:5]([C:7](=[N:11][O:12][CH2:13][CH2:14][CH2:15][CH2:16][CH2:17][CH2:18][CH2:19][CH3:20])[C:8]([OH:10])=[O:9])[N:6]=1.[C:21](OC(=O)C)(=[O:23])C>C(O)=O>[CH:21]([NH:1][C:2]1[S:3][CH:4]=[C:5]([C:7](=[N:11][O:12][CH2:13][CH2:14][CH2:15][CH2:16][CH2:17][CH2:18][CH2:19][CH3:20])[C:8]([OH:10])=[O:9])[N:6]=1)=[O:23]. Reported procedure: 2-(2-Aminothiazol-4-yl)-2-n-octyloxyiminoacetic acid (syn isomer, 20 g.), acetic anhydride (27.3 g.) and formic acid (12.3 g.) were treated in a similar manner to that of Example F-(5) to give 2-(2-formamidothiazol-4-yl)-2-n-octyloxyiminoacetic acid (syn isomer, 21.3 g.), mp. 122° C. (dec.). Reactants: C(C)(=O)OCC1=C(C=CC=C1B1OC(C(O1)(C)C)(C)C)N1C(C2=CC=C(C=C2C1)N(C)CC)=O (2-(5-(Ethyl(methyl)amino)-1-oxoisoindolin-2-yl)-6-(4,4,5,5-tetramethyl-1,3,2-dioxaborolan-2-yl)benzyl Acetate), ClC=1C=C(C(N(N1)C)=O)NC1=NN2C(CN(CC2)C)=C1 (6-Chloro-2-methyl-4-(5-methyl-4,5,6,7-tetrahydropyrazolo[1,5-a]pyrazin-2-ylamino)pyridazin-3(2H)-one), C([O-])([O-])=O.[Na+].[Na+] (sodium carbonate), tetrakis(tri-phenylphosphine)palladium(0), O.[OH-].[Li+] (Lithium hydroxide monohydrate). Run in O (water), O1CCOCC1 (1,4-dioxane), CN(C)C=O (DMF), C(C)(=O)OCC (ethyl acetate), O (water), C(C)(=O)OCC (ethyl acetate), O (water). Run at time 16 hour. The product is C(C)N(C=1C=C2CN(C(C2=CC1)=O)C1=C(C(=CC=C1)C1=NN(C(C(=C1)NC1=NN2C(CN(CC2)C)=C1)=O)C)CO)C (5-(Ethyl(methyl)amino)-2-(2-(hydroxymethyl)-3-(1-methyl-5-(5-methyl-4,5,6,7-tetrahydropyrazolo[1,5-a]pyrazin-2-ylamino)-6-oxo-1,6-dihydropyridazin-3-yl)phenyl)isoindolin-1-one). Isolated yield 14.0%. RXN SMILES: C([O:4][CH2:5][C:6]1[C:11](B2OC(C)(C)C(C)(C)O2)=[CH:10][CH:9]=[CH:8][C:7]=1[N:21]1[CH2:29][C:28]2[C:23](=[CH:24][CH:25]=[C:26]([N:30]([CH2:32][CH3:33])[CH3:31])[CH:27]=2)[C:22]1=[O:34])(=O)C.Cl[C:36]1[CH:37]=[C:38]([NH:44][C:45]2[CH:54]=[C:48]3[CH2:49][N:50]([CH3:53])[CH2:51][CH2:52][N:47]3[N:46]=2)[C:39](=[O:43])[N:40]([CH3:42])[N:41]=1.C(=O)([O-])[O-].[Na+].[Na+].O.[OH-].[Li+]>C(OCC)(=O)C.O.O1CCOCC1.CN(C=O)C>[CH2:32]([N:30]([CH3:31])[C:26]1[CH:27]=[C:28]2[C:23](=[CH:24][CH:25]=1)[C:22](=[O:34])[N:21]([C:7]1[CH:8]=[CH:9][CH:10]=[C:11]([C:36]3[CH:37]=[C:38]([NH:44][C:45]4[CH:54]=[C:48]5[CH2:49][N:50]([CH3:53])[CH2:51][CH2:52][N:47]5[N:46]=4)[C:39](=[O:43])[N:40]([CH3:42])[N:41]=3)[C:6]=1[CH2:5][OH:4])[CH2:29]2)[CH3:33] |f:2.3.4,5.6.7|. Procedure details: A 250-mL single-neck round-bottomed flask equipped with a magnetic stirrer and nitrogen inlet was charged with 106e (366 mg, 0.788 mmol), 106f (194 mg, 0.656 mmol), sodium carbonate (348 mg, 3.28 mmol), DMF (2 mL), water (2 mL) and 1,4-dioxane (10 mL). After bubbling nitrogen through the resulting suspension for 30 min, tetrakis(tri-phenylphosphine)palladium(0) (152 mg, 0.131 mmol) was added. A reflux condenser was attached to the flask, and the reaction mixture was heated at reflux for 16 h. Af... Starting materials: C=O, NCc1ccc2c(c1)CCC(NC(=O)c1ccc(-c3ccc(F)cc3)cc1)C2, CN(C)C=O. The product is CN(C)Cc1ccc2c(c1)CCC(NC(=O)c1ccc(-c3ccc(F)cc3)cc1)C2. Reaction SMILES: [CH2:29]=[O:30].[NH2:1][CH2:2][c:3]1[cH:4][c:5]2[c:10]([cH:11][cH:12]1)[CH2:9][CH:8]([NH:13][C:14](=[O:15])[c:16]1[cH:17][cH:18][c:19](-[c:22]3[cH:23][cH:24][c:25]([F:28])[cH:26][cH:27]3)[cH:20][cH:21]1)[CH2:7][CH2:6]2.[O:31]=[CH:32][N:33]([CH3:34])[CH3:35]>>[c:3]1([CH2:32][N:33]([CH3:34])[CH3:35])[cH:4][c:5]2[c:10]([cH:11][cH:12]1)[CH2:9][CH:8]([NH:13][C:14](=[O:15])[c:16]1[cH:17][cH:18][c:19](-[c:22]3[cH:23][cH:24][c:25]([F:28])[cH:26][cH:27]3)[cH:20][cH:21]1)[CH2:7][CH2:6]2. Reactants: C1(CC1)N1C=NS(C2=C1C=CC(=C2)[N+](=O)[O-])(=O)=O (4-cyclopropyl-7-nitro-4H-1,2,4-benzothiadiazine 1,1-dioxide). Reagents/catalysts: [Pd] (palladium-on-carbon). Run in C(C)O (ethanol). Reaction conditions: time 30 minute. Yields the product NC1=CC2=C(N(C=NS2(=O)=O)C2CC2)C=C1 (7-amino-4-cyclopropyl-4H-1,2,4-benzothiadiazine 1,1-dioxide). Reaction SMILES: [CH:1]1([N:4]2[C:9]3[CH:10]=[CH:11][C:12]([N+:14]([O-])=O)=[CH:13][C:8]=3[S:7](=[O:18])(=[O:17])[N:6]=[CH:5]2)[CH2:3][CH2:2]1>C(O)C.[Pd]>[NH2:14][C:12]1[CH:11]=[CH:10][C:9]2[N:4]([CH:1]3[CH2:2][CH2:3]3)[CH:5]=[N:6][S:7](=[O:18])(=[O:17])[C:8]=2[CH:13]=1. Reported procedure: To a solution of 4-cyclopropyl-7-nitro-4H-1,2,4-benzothiadiazine 1,1-dioxide (5 g; prepared in Step C of Example 41) in ethanol (180 mL) there is added 10 % palladium-on-carbon (500 mg). The suspension is placed in a hydrogenator under 10 atmospheres of H2 for 30 minutes at ambient temperature. The suspension is concentrated to dryness under reduced pressure and the residue is taken up in boiling acetone (300 mL). The insoluble material is removed by filtration in the hot state and is washed wit... Starting materials: CC(C)(C)N, ClCCl, O, Cc1ccc(C(=O)Cl)cc1. The product is Cc1ccc(C(=O)NC(C)(C)C)cc1. RXN SMILES: [C:11]([CH3:12])([CH3:13])([CH3:14])[NH2:15].[Cl:17][CH2:18][Cl:19].[OH2:16].[c:1]1([CH3:10])[cH:2][cH:3][c:4]([C:7](=[O:8])[Cl:9])[cH:5][cH:6]1>>[c:1]1([CH3:10])[cH:2][cH:3][c:4]([C:7](=[O:8])[NH:15][C:11]([CH3:12])([CH3:13])[CH3:14])[cH:5][cH:6]1. Reactants: CCOC(=O)c1cc(Cl)n2cnnc2n1, [Na+], O, [SH-]. The product is CCOC(=O)c1cc(S)n2cnnc2n1. As a reaction SMILES: [Cl:1][c:2]1[cH:3][c:4]([C:11](=[O:12])[O:13][CH2:14][CH3:15])[n:5][c:6]2[n:7]1[cH:8][n:9][n:10]2.[Na+:17].[OH2:18].[SH-:16]>>[c:2]1([SH:16])[cH:3][c:4]([C:11](=[O:12])[O:13][CH2:14][CH3:15])[n:5][c:6]2[n:7]1[cH:8][n:9][n:10]2. Starting materials: P(OC)(OC)[O-] (Dimethyl phosphite), C(C1=CC=CC=C1)=O (benzaldehyde), crude product, [F-].[K+] (KF). The solvent is C(Cl)Cl (DCM). Run at time 5 minute. Yields the product OC(C1=CC=CC=C1)P(OC)(OC)=O (dimethyl [hydroxy(phenyl)methyl]phosphonate). Isolated yield 102.3%. As a reaction SMILES: [P:1]([O-:6])([O:4][CH3:5])[O:2][CH3:3].[CH:7](=[O:14])[C:8]1[CH:13]=[CH:12][CH:11]=[CH:10][CH:9]=1.[F-].[K+]>C(Cl)Cl>[OH:14][CH:7]([P:1](=[O:6])([O:4][CH3:5])[O:2][CH3:3])[C:8]1[CH:13]=[CH:12][CH:11]=[CH:10][CH:9]=1 |f:2.3|. Procedure: Dimethyl phosphite (1.86 mL, 20.3 mmol, 1.03 eq) was added to benzaldehyde (2 mL, 19.8 mmol, 1 eq) and stirred for 5 min. KF (5.75 g, 99.0 mmol, 5 eq) was then added and the reaction mixture was stirred until it solidified (˜20 min). The crude product was then dissolved in DCM, filtered, and the solvent evaporated yielding 4 as a white powder (4.38 g, 100%). The product was dried under high vacuum over P2O5. No further purification was required. 1H NMR (400 MHz CDCl3) δ 7.53-7.45 (m, 2H), 7.43-7...